From a dataset of the Open Reaction Database (ORD), a public repository of structured organic reaction records. describe an organic reaction: reactants, conditions, products, and yield The reactants are C1CCOC1, COC(=O)c1ccc(C(F)(F)C(=O)NNC(=O)c2ccccc2OC)cc1, [Na+], [OH-]. The product is COc1ccccc1C(=O)NNC(=O)C(F)(F)c1ccc(C(=O)O)cc1. As a reaction SMILES: [CH2:30]1[O:31][CH2:32][CH2:33][CH2:34]1.[F:1][C:2]([C:3](=[O:4])[NH:5][NH:6][C:7]([c:8]1[c:9]([O:14][CH3:15])[cH:10][cH:11][cH:12][cH:13]1)=[O:16])([F:17])[c:18]1[cH:19][cH:20][c:21]([C:22](=[O:23])[O:24][CH3:25])[cH:26][cH:27]1.[Na+:29].[OH-:28]>>[F:1][C:2]([C:3](=[O:4])[NH:5][NH:6][C:7]([c:8]1[c:9]([O:14][CH3:15])[cH:10][cH:11][cH:12][cH:13]1)=[O:16])([F:17])[c:18]1[cH:19][cH:20][c:21]([C:22](=[O:23])[OH:24])[cH:26][cH:27]1. Starting materials: O (water), ClC1=C(C=CC=C1)C1=CC=C(C=C1)C(C)Cl (1-(2'-chloro-4-biphenylyl)-1-chloro-ethane), COC(CS)=O (thioglycolic acid methyl ester), C([O-])([O-])=O.[K+].[K+] (potassium carbonate). Reaction SMILES: [Cl:1][C:2]1[CH:7]=[CH:6][CH:5]=[CH:4][C:3]=1[C:8]1[CH:13]=[CH:12][C:11]([CH:14](Cl)[CH3:15])=[CH:10][CH:9]=1.[CH3:17][O:18][C:19](=[O:22])[CH2:20][SH:21].C(=O)([O-])[O-].[K+].[K+].O>CS(C)=O>[CH3:17][O:18][C:19](=[O:22])[CH2:20][S:21][CH:14]([C:11]1[CH:12]=[CH:13][C:8]([C:3]2[CH:4]=[CH:5][CH:6]=[CH:7][C:2]=2[Cl:1])=[CH:9][CH:10]=1)[CH3:15] |f:2.3.4|. The product is COC(CSC(C)C1=CC=C(C=C1)C1=C(C=CC=C1)Cl)=O ([1-(2'-Chloro-4-biphenylyl)-ethylthio]-acetic acid methyl ester). Run in CS(=O)C (dimethyl sulfoxide). Reported procedure: 294 gm (1.17 mol) of 1-(2'-chloro-4-biphenylyl)-1-chloro-ethane and 149.2 gm (1.4 mol) of thioglycolic acid methyl ester were dissolved in 1 liter of dimethyl sulfoxide, and 194.3 gm (1.4 mol) of potassium carbonate were added to the solution in small portions, while stirring vigorously and cooling on ice water. After stirring the mixture for 4 hours, 3 liters of water were added. The reaction product was extracted with toluene, and after washing the extract with water and drying it over magnesi... Reactants: BrC1=NC(=CC=C1)CF (2-bromo-6-(fluoromethyl)pyridine), BrC=1C=2N(C=CC1)C=C(N2)CCC#C (8-bromo-2-(but-3-ynyl)-imidazo[1,2-a]pyridine). Yields the product title compound, BrC=1C=2N(C=CC1)C=C(N2)CCC#CC2=NC(=CC=C2)CF (8-bromo-2-(4-(6-(fluoromethyl)pyridin-2-yl)but-3-ynyl)-imidazo[1,2-a]pyridine). Isolated yield 10.4%. RXN SMILES: Br[C:2]1[CH:7]=[CH:6][CH:5]=[C:4]([CH2:8][F:9])[N:3]=1.[Br:10][C:11]1[C:12]2[N:13]([CH:17]=[C:18]([CH2:20][CH2:21][C:22]#[CH:23])[N:19]=2)[CH:14]=[CH:15][CH:16]=1>>[Br:10][C:11]1[C:12]2[N:13]([CH:17]=[C:18]([CH2:20][CH2:21][C:22]#[C:23][C:2]3[CH:7]=[CH:6][CH:5]=[C:4]([CH2:8][F:9])[N:3]=3)[N:19]=2)[CH:14]=[CH:15][CH:16]=1. Reported procedure: The title compound was prepared in accordance with the general method of Example 190(F), from 2-bromo-6-(fluoromethyl)pyridine (180 mg, 0.97 mmol) and 8-bromo-2-(but-3-ynyl)-imidazo[1,2-a]pyridine (242 mg, 0.97 mmol). The crude residue was purified over silicagel chromatography (prepacked 25 g silicagel column, Cyclohexane/AcOEt: from 100/0 to 60/40 as eluent) to afford 36 mg of 8-bromo-2-(4-(6-(fluoromethyl)pyridin-2-yl)but-3-ynyl)-imidazo[1,2-a]pyridine (Yield: 10%) as a yellow oil. The product is C(C)(C)OC=1C=C(C=O)C=CC1[N+](=O)[O-] (3-isopropoxy-4-nitrobenzaldehyde). Conditions: temperature 70 celsius. Procedure: 3.0 g of 3-hydroxy-4-nitrobenzaldehyde, 30 ml of acetonitrile, 5.9 g of caesium carbonate and 4.1 ml of 2-iodopropane are successively introduced into a three-necked round-bottomed flask under argon. The reaction mixture is heated at 70° C. for 17 h. After cooling to ambient temperature, the mixture is filtered through a sintered glass filter and the filtrate is concentrated to dryness under reduced pressure. The residue is taken up in a mixture of 50 ml of ethyl acetate and 15 ml of water, and ... The reactants are OC=1C=C(C=O)C=CC1[N+](=O)[O-] (3-hydroxy-4-nitrobenzaldehyde), C([O-])([O-])=O.[Cs+].[Cs+] (caesium carbonate), IC(C)C (2-iodopropane). RXN SMILES: [OH:1][C:2]1[CH:3]=[C:4]([CH:7]=[CH:8][C:9]=1[N+:10]([O-:12])=[O:11])[CH:5]=[O:6].C(=O)([O-])[O-].[Cs+].[Cs+].I[CH:20]([CH3:22])[CH3:21]>C(#N)C>[CH:20]([O:1][C:2]1[CH:3]=[C:4]([CH:7]=[CH:8][C:9]=1[N+:10]([O-:12])=[O:11])[CH:5]=[O:6])([CH3:22])[CH3:21] |f:1.2.3|. Solvent: C(C)#N (acetonitrile). Reactants: Cl (HCl), [N+]([O-])([O-])=C (nitronate), C(CC(=O)OC)(=O)OC (dimethyl malonate), ClC1=C(C=C(C(=O)OC(C)(C)C)C=C1)[N+](=O)[O-] (t-Butyl 4-chloro-3-nitrobenzoate). Solvent: O (water), C1CCOC1 (THF), C1CCOC1 (THF). The product is C(=O)(O)C1=CC(=C(C=C1)C(C(=O)OC)C(=O)OC)[N+](=O)[O-] (dimethyl (4-carboxy-2-nitrophenyl)malonate). The yield is 87.3%. Reaction SMILES: [C:1]([O:8][CH3:9])(=[O:7])[CH2:2][C:3]([O:5][CH3:6])=[O:4].Cl[C:11]1[CH:23]=[CH:22][C:14]([C:15]([O:17]C(C)(C)C)=[O:16])=[CH:13][C:12]=1[N+:24]([O-:26])=[O:25].Cl.[N+](=C)([O-])[O-]>C1COCC1.O>[C:15]([C:14]1[CH:22]=[CH:23][C:11]([CH:2]([C:1]([O:8][CH3:9])=[O:7])[C:3]([O:5][CH3:6])=[O:4])=[C:12]([N+:24]([O-:26])=[O:25])[CH:13]=1)([OH:17])=[O:16]. Reported procedure: Sodium hydride (13.5 g of a 60% dispersion in oil, 0.34 mol) was washed with petroleum ether (×3) under nitrogen and suspended in dry THF (400 mL). A solution of dimethyl malonate (40.4 mL, 0.35 mol) in THF (50 mL) was added dropwise over 45 min with water-bath cooling, keeping the internal temperature below 30° C., and the resulting gel was broken up with more dry THF (300 mL). The above t-Butyl 4-chloro-3-nitrobenzoate (21.7 g, 84 mmol) was added and the mixture was stirred at reflux under nit... Starting materials: CCOC(=O)n1nc2c(c1NC(=O)c1ccc(N3CCN(C)CC3)cc1)CN(C(=O)Nc1c(Cl)cccc1Cl)C2(C)C, CO. The product is CN1CCN(c2ccc(C(=O)Nc3[nH]nc4c3CN(C(=O)Nc3c(Cl)cccc3Cl)C4(C)C)cc2)CC1. RXN SMILES: [CH2:1]([O:2][C:3](=[O:4])[n:6]1[n:7][c:8]2[c:9]([c:10]1[NH:11][C:12]([c:13]1[cH:14][cH:15][c:16]([N:19]3[CH2:20][CH2:21][N:22]([CH3:25])[CH2:23][CH2:24]3)[cH:17][cH:18]1)=[O:26])[CH2:27][N:28]([C:32]([NH:33][c:34]1[c:35]([Cl:41])[cH:36][cH:37][cH:38][c:39]1[Cl:40])=[O:42])[C:29]2([CH3:30])[CH3:31])[CH3:5].[CH3:43][OH:44]>>[nH:6]1[n:7][c:8]2[c:9]([c:10]1[NH:11][C:12]([c:13]1[cH:14][cH:15][c:16]([N:19]3[CH2:20][CH2:21][N:22]([CH3:25])[CH2:23][CH2:24]3)[cH:17][cH:18]1)=[O:26])[CH2:27][N:28]([C:32]([NH:33][c:34]1[c:35]([Cl:41])[cH:36][cH:37][cH:38][c:39]1[Cl:40])=[O:42])[C:29]2([CH3:30])[CH3:31]. Reaction SMILES: [Br:37][CH2:38][C:39](=[O:40])[NH2:41].[C:31](=[O:32])([O-:33])[O-:34].[Cl:1][c:2]1[cH:3][c:4]2[cH:5][cH:6][c:7]([S:12](=[O:13])(=[O:14])[NH:15][CH:16]3[C:17](=[O:30])[N:18]([CH:21]([C:22](=[O:23])[O:24][C:25]([CH3:26])([CH3:27])[CH3:28])[CH3:29])[CH2:19][CH2:20]3)[cH:8][c:9]2[cH:10][cH:11]1.[K+:35].[K+:36].[O:42]=[CH:43][N:44]([CH3:45])[CH3:46]>>[Cl:1][c:2]1[cH:3][c:4]2[cH:5][cH:6][c:7]([S:12](=[O:13])(=[O:14])[N:15]([CH:16]3[C:17](=[O:30])[N:18]([CH:21]([C:22](=[O:23])[O:24][C:25]([CH3:26])([CH3:27])[CH3:28])[CH3:29])[CH2:19][CH2:20]3)[CH2:38][C:39](=[O:40])[NH2:41])[cH:8][c:9]2[cH:10][cH:11]1. Yields the product CC(C(=O)OC(C)(C)C)N1CCC(N(CC(N)=O)S(=O)(=O)c2ccc3cc(Cl)ccc3c2)C1=O. Starting materials: NC(=O)CBr, O=C([O-])[O-], CC(C(=O)OC(C)(C)C)N1CCC(NS(=O)(=O)c2ccc3cc(Cl)ccc3c2)C1=O, [K+], [K+], CN(C)C=O. Reactants: CC(=O)O[BH-](OC(C)=O)OC(C)=O, ClCCCl, NCC(F)(F)F, Nc1ncnn2c(C=O)cc(-c3ccc(NC(=O)Nc4cccc(C(F)(F)F)n4)cc3)c12, [Na+]. The product is Nc1ncnn2c(CNCC(F)(F)F)cc(-c3ccc(NC(=O)Nc4cccc(C(F)(F)F)n4)cc3)c12. RXN SMILES: [C:39]([O:40][BH-:41]([O:42][C:43](=[O:44])[CH3:45])[O:46][C:47](=[O:48])[CH3:49])(=[O:50])[CH3:51].[Cl:53][CH2:54][CH2:55][Cl:56].[F:33][C:34]([CH2:35][NH2:36])([F:37])[F:38].[NH2:1][c:2]1[n:3][cH:4][n:5][n:6]2[c:7]1[c:8](-[c:13]1[cH:14][cH:15][c:16]([NH:19][C:20](=[O:21])[NH:22][c:23]3[n:24][c:25]([C:29]([F:30])([F:31])[F:32])[cH:26][cH:27][cH:28]3)[cH:17][cH:18]1)[cH:9][c:10]2[CH:11]=[O:12].[Na+:52]>>[NH2:1][c:2]1[n:3][cH:4][n:5][n:6]2[c:7]1[c:8](-[c:13]1[cH:14][cH:15][c:16]([NH:19][C:20](=[O:21])[NH:22][c:23]3[n:24][c:25]([C:29]([F:30])([F:31])[F:32])[cH:26][cH:27][cH:28]3)[cH:17][cH:18]1)[cH:9][c:10]2[CH2:11][NH:36][CH2:35][C:34]([F:33])([F:37])[F:38].